From a dataset of the Open Reaction Database (ORD), a public repository of structured organic reaction records. describe an organic reaction: reactants, conditions, products, and yield The reactants are C1CCOC1, COC(=O)Cl, C=C(C)c1ccc(Cl)cc1, [Mg]. Yields the product C=C(C)c1ccc(C(=O)OC)cc1. RXN SMILES: [CH2:17]1[O:18][CH2:19][CH2:20][CH2:21]1.[Cl:12][C:13](=[O:14])[O:15][CH3:16].[Cl:1][c:2]1[cH:3][cH:4][c:5]([C:6](=[CH2:7])[CH3:8])[cH:9][cH:10]1.[Mg:11]>>[c:2]1([C:13](=[O:14])[O:15][CH3:16])[cH:3][cH:4][c:5]([C:6](=[CH2:7])[CH3:8])[cH:9][cH:10]1.